Dataset: the Open Reaction Database (ORD), a public repository of structured organic reaction records. Task: describe an organic reaction: reactants, conditions, products, and yield The reactants are CCOC(=O)C=1N(C2=CC=CC(=C2C1)OCC1=COC2=C1C=CC(=C2)OCC)C(=O)OC(C)(C)C (4-(6-Ethoxy-benzofuran-3-ylmethoxy)-indole-1,2-dicarboxylic acid 1-tert-butyl ester 2-ethyl ester), [OH-].[K+] (KOH), mixture. Solvent: C1CCOC1 (THF), C(C)O (ethanol), O (water). Run at temperature 85 celsius, time 2 hour. Product: C(C)OC1=CC2=C(C(=CO2)COC2=C3C=C(NC3=CC=C2)C(=O)O)C=C1 (4-(6-Ethoxy-benzofuran-3-ylmethoxy)-1H-indole-2-carboxylic acid). Reaction SMILES: CC[O:3][C:4]([C:6]1[N:7](C(OC(C)(C)C)=O)[C:8]2[C:13]([CH:14]=1)=[C:12]([O:15][CH2:16][C:17]1[C:21]3[CH:22]=[CH:23][C:24]([O:26][CH2:27][CH3:28])=[CH:25][C:20]=3[O:19][CH:18]=1)[CH:11]=[CH:10][CH:9]=2)=[O:5].[OH-].[K+]>C1COCC1.C(O)C.O>[CH2:27]([O:26][C:24]1[CH:23]=[CH:22][C:21]2[C:17]([CH2:16][O:15][C:12]3[CH:11]=[CH:10][CH:9]=[C:8]4[C:13]=3[CH:14]=[C:6]([C:4]([OH:5])=[O:3])[NH:7]4)=[CH:18][O:19][C:20]=2[CH:25]=1)[CH3:28] |f:1.2|. Procedure: 4-(6-Ethoxy-benzofuran-3-ylmethoxy)-indole-1,2-dicarboxylic acid 1-tert-butyl ester 2-ethyl ester (29a) (7.5 g, 15.6 mmol) is dissolved in 150 ml of a 1:1:1 mixture of THF, ethanol and water. And after addition of KOH pellets (4.4 g, 78.2 mmol) the mixture is stirred for 2 h (TLC control) at 85° C. Then the organic solvent is removed under reduced pressure. The residue is cooled to 0° C. and treated with 2M HCl. The crude product is filtered off and dried under high vacuum. The crude product is ... Reactants: C(CCC)C1=CC=C(C=C1)C#CC1=CC=C(CN(CCC2=CC=C(C=C2)Cl)CC2=CC=C(C(=O)OC)C=C2)C=C1 (methyl 4-({{4-[(4-butylphenyl)ethynyl]benzyl}[2-(4-chlorophenyl)-ethyl]amino}methyl)benzoate), [OH-].[Na+] (NaOH), Cl (HCl). Solvent: CO (MeOH). Reaction conditions: time 12 hour. Yields the product C(CCC)C1=CC=C(C=C1)C#CC1=CC=C(CN(CCC2=CC=C(C=C2)Cl)CC2=CC=C(C(=O)O)C=C2)C=C1 (4-({{4-[(4-butylphenyl)ethynyl]benzyl}[2-(4-chlorophenyl)ethyl]amino}-methyl)benzoic acid). Isolated yield 97.4%. Reaction SMILES: [CH2:1]([C:5]1[CH:10]=[CH:9][C:8]([C:11]#[C:12][C:13]2[CH:40]=[CH:39][C:16]([CH2:17][N:18]([CH2:28][C:29]3[CH:38]=[CH:37][C:32]([C:33]([O:35]C)=[O:34])=[CH:31][CH:30]=3)[CH2:19][CH2:20][C:21]3[CH:26]=[CH:25][C:24]([Cl:27])=[CH:23][CH:22]=3)=[CH:15][CH:14]=2)=[CH:7][CH:6]=1)[CH2:2][CH2:3][CH3:4].[OH-].[Na+].Cl>CO>[CH2:1]([C:5]1[CH:6]=[CH:7][C:8]([C:11]#[C:12][C:13]2[CH:40]=[CH:39][C:16]([CH2:17][N:18]([CH2:28][C:29]3[CH:38]=[CH:37][C:32]([C:33]([OH:35])=[O:34])=[CH:31][CH:30]=3)[CH2:19][CH2:20][C:21]3[CH:26]=[CH:25][C:24]([Cl:27])=[CH:23][CH:22]=3)=[CH:15][CH:14]=2)=[CH:9][CH:10]=1)[CH2:2][CH2:3][CH3:4] |f:1.2|. Reported procedure: To a solution of methyl 4-({{4-[(4-butylphenyl)ethynyl]benzyl}[2-(4-chlorophenyl)-ethyl]amino}methyl)benzoate (980 mg, 1.78 mmol) in MeOH (15 mL) was added an aqueous solution of NaOH (4.5 mL, 1N) and the resulting mixture was stirred at rt for 12 hrs. An aqueous solution of HCl (1N) was added and the resulting mixture was extracted with Et2O. The combined organic layers were dried over MgSO4 and evaporated to give 929 mg of 4-({{4-[(4-butylphenyl)ethynyl]benzyl}[2-(4-chlorophenyl)ethyl]amino}-m... Starting materials: CC(=O)Nc1cc(Cl)ccc1C(=O)O, Cl. Product: Nc1cc(Cl)ccc1C(=O)O. As a reaction SMILES: [C:1](=[O:2])([CH3:3])[NH:4][c:5]1[c:6]([C:7](=[O:8])[OH:9])[cH:10][cH:11][c:12]([Cl:14])[cH:13]1.[ClH:15]>>[NH2:4][c:5]1[c:6]([C:7](=[O:8])[OH:9])[cH:10][cH:11][c:12]([Cl:14])[cH:13]1. Reactants: NC=1C=CC2=C(NC(CO2)=O)C1 (6-amino-4H-benzo[1,4]oxazin-3-one), C(C1=CC=CC=C1)C1CCN(CC1)C(C(=O)O)=O ((4-benzyl-piperidin-1-yl)-oxo-acetic acid). Reaction SMILES: [NH2:1][C:2]1[CH:3]=[CH:4][C:5]2[O:10][CH2:9][C:8](=[O:11])[NH:7][C:6]=2[CH:12]=1.[CH2:13]([CH:20]1[CH2:25][CH2:24][N:23]([C:26](=[O:30])[C:27](O)=[O:28])[CH2:22][CH2:21]1)[C:14]1[CH:19]=[CH:18][CH:17]=[CH:16][CH:15]=1>C(OCC)C>[CH2:13]([CH:20]1[CH2:21][CH2:22][N:23]([C:26](=[O:30])[C:27]([NH:1][C:2]2[CH:3]=[CH:4][C:5]3[O:10][CH2:9][C:8](=[O:11])[NH:7][C:6]=3[CH:12]=2)=[O:28])[CH2:24][CH2:25]1)[C:14]1[CH:15]=[CH:16][CH:17]=[CH:18][CH:19]=1. Product: C(C1=CC=CC=C1)C1CCN(CC1)C(C(=O)NC=1C=CC2=C(NC(CO2)=O)C1)=O (2-(4-Benzyl-piperidin-1-yl)-2-oxo-N-(3-oxo-3,4-dihydro-2H-benzo [1,4]oxazin-6-yl)-acetamide). Reported procedure: The title compound is prepared from 6-amino-4H-benzo[1,4]oxazin-3-one and (4-benzyl-piperidin-1-yl)-oxo-acetic acid (Example 5b) according to the method described in Example 1c. Melting Point: 186-187° C. (diethylether) Solvent: C(C)OCC (diethylether).